This data is from the Open Reaction Database (ORD), a public repository of structured organic reaction records. The task is: describe an organic reaction: reactants, conditions, products, and yield The reactants are [Al+3], C1CCOC1, Cc1ccc(O)c(C(=O)O)c1, Cl, [H-], [H-], [H-], [H-], [Li+], O. The product is Cc1ccc(O)c(CO)c1. Reaction SMILES: [Al+3:2].[CH2:7]1[O:8][CH2:9][CH2:10][CH2:11]1.[CH3:12][c:13]1[cH:14][cH:15][c:16]([OH:22])[c:17]([C:18](=[O:19])[OH:20])[cH:21]1.[ClH:23].[H-:1].[H-:4].[H-:5].[H-:6].[Li+:3].[OH2:24]>>[CH3:12][c:13]1[cH:14][cH:15][c:16]([OH:22])[c:17]([CH2:18][OH:19])[cH:21]1.